describe an organic reaction: reactants, conditions, products, and yield From a dataset of the Open Reaction Database (ORD), a public repository of structured organic reaction records. The reactants are CC(C)(C)[O-], COCCOC, [K+], O, FC(F)C(F)(F)Sc1nc(-c2ccccc2)c(-c2ccccc2)[nH]1, O=S(=O)(Cl)c1ccccc1. Product: O=S(=O)(c1ccccc1)n1c(SC(F)(F)C(F)F)nc(-c2ccccc2)c1-c1ccccc1. RXN SMILES: [CH3:25][C:26]([CH3:27])([O-:28])[CH3:29].[CH3:42][O:43][CH2:44][CH2:45][O:46][CH3:47].[K+:30].[OH2:41].[c:1]1(-[c:7]2[n:8][c:9]([S:18][C:19]([CH:20]([F:21])[F:22])([F:23])[F:24])[nH:10][c:11]2-[c:12]2[cH:13][cH:14][cH:15][cH:16][cH:17]2)[cH:2][cH:3][cH:4][cH:5][cH:6]1.[c:31]1([S:37](=[O:38])(=[O:39])[Cl:40])[cH:32][cH:33][cH:34][cH:35][cH:36]1>>[c:1]1(-[c:7]2[n:8][c:9]([S:18][C:19]([CH:20]([F:21])[F:22])([F:23])[F:24])[n:10]([S:37]([c:31]3[cH:32][cH:33][cH:34][cH:35][cH:36]3)(=[O:38])=[O:39])[c:11]2-[c:12]2[cH:13][cH:14][cH:15][cH:16][cH:17]2)[cH:2][cH:3][cH:4][cH:5][cH:6]1.